describe an organic reaction: reactants, conditions, products, and yield From a dataset of the Open Reaction Database (ORD), a public repository of structured organic reaction records. Reactants: CN=C=O, CCOC(C)=O, CCOC(=O)C(=O)c1csc(N)n1. Yields the product CCOC(=O)C(=O)c1csc(NC(=O)NC)n1. RXN SMILES: [CH3:14][N:15]=[C:16]=[O:17].[CH3:18][CH2:19][O:20][C:21](=[O:22])[CH3:23].[NH2:1][c:2]1[s:3][cH:4][c:5]([C:7]([C:8](=[O:9])[O:10][CH2:11][CH3:12])=[O:13])[n:6]1>>[NH:1]([c:2]1[s:3][cH:4][c:5]([C:7]([C:8](=[O:9])[O:10][CH2:11][CH3:12])=[O:13])[n:6]1)[C:16]([NH:15][CH3:14])=[O:17]. Starting materials: COC1OC(CC1)OC (2,5-dimethoxytetrahydrofuran), Cl (HCl), NC1=CC2=C(C(C(O2)=O)C)C=C1Cl (6-amino-5-chloro-3-methylbenzofuran-2(3H)-one). Solvent: O1CCOCC1 (dioxane). Conditions: time 1 hour. Yields the product ClC=1C(=CC2=C(C(C(O2)=O)C)C1)N1C=CC=C1 (5-chloro-3-methyl-6-(pyrrol-1-yl)-benzofuran-2(3H)-one). Reaction SMILES: CO[CH:3]1[CH2:7][CH2:6][CH:5](OC)O1.Cl.[NH2:11][C:12]1[C:22]([Cl:23])=[CH:21][C:15]2[CH:16]([CH3:20])[C:17](=[O:19])[O:18][C:14]=2[CH:13]=1>O1CCOCC1>[Cl:23][C:22]1[C:12]([N:11]2[CH:3]=[CH:7][CH:6]=[CH:5]2)=[CH:13][C:14]2[O:18][C:17](=[O:19])[CH:16]([CH3:20])[C:15]=2[CH:21]=1. Procedure: 7 ml (0.045 mole) of 2,5-dimethoxytetrahydrofuran and 5 ml of 5 N HCl are added to a solution of 6.7 g (0.035 mole) of 6-amino-5-chloro-3-methylbenzofuran-2(3H)-one in 100 ml of dioxane. After 1 hour, the aqueous phase that has formed is removed and the upper dioxane-containing phase is concentrated to dryness by evaporation in vacuo. The dark-brown residue is filtered with methylene chloride through silica gel. After evaporating the methylene chloride, 5-chloro-3-methyl-6-(pyrrol-1-yl)-benzofur... The reactants are [N+](=O)([O-])C=1C=C(C(NC1)=O)C(F)(F)F (5-Nitro-3-(trifluoromethyl)pyridin-2(1H)-one), S(=O)(Cl)Cl (thionyl chloride), ClC1=NC=C(C=C1C(F)(F)F)[N+](=O)[O-] (2-chloro-5-nitro-3-(trifluoromethyl)pyridine), CNC (dimethylamine). Yields the product CN(C1=NC=C(C=C1C(F)(F)F)[N+](=O)[O-])C (N,N-dimethyl-5-nitro-3-(trifluoromethyl)pyridin-2-amine). As a reaction SMILES: [N+:1]([C:4]1[CH:5]=[C:6]([C:11]([F:14])([F:13])[F:12])[C:7](=O)[NH:8][CH:9]=1)([O-:3])=[O:2].S(Cl)(Cl)=O.Cl[C:20]1C(C(F)(F)F)=CC([N+]([O-])=O)=[CH:22][N:21]=1.CNC>>[CH3:20][N:21]([CH3:22])[C:7]1[C:6]([C:11]([F:14])([F:13])[F:12])=[CH:5][C:4]([N+:1]([O-:3])=[O:2])=[CH:9][N:8]=1. Procedure details: 5-Nitro-3-(trifluoromethyl)pyridin-2(1H)-one was treated with thionyl chloride and then the resulting 2-chloro-5-nitro-3-(trifluoromethyl)pyridine was treated with dimethylamine to obtain N,N-dimethyl-5-nitro-3-(trifluoromethyl)pyridin-2-amine. The reactants are O (water), C(CCC)N\1N(C(=C/C1=N\C(C1=C(C=CC(=C1)C(F)(F)F)F)=O)C(C)(C)C)C (N-[(3E)-2-butyl-5-tert-butyl-1-methyl-1,2-dihydro-3H-pyrazol-3-ylidene]-2-fluoro-5-(trifluoromethyl)benzamide), SCC(C)(O)C (1-mercapto-2-methylpropan-2-ol), CC(C)([O-])C.[K+] (potassium tert-butoxide). The solvent is CC(=O)N(C)C (dimethylacetamide). Product: C(CCC)N\1N(C(=C/C1=N\C(C1=C(C=CC(=C1)C(F)(F)F)SCC(C)(C)O)=O)C(C)(C)C)C (N-[(3E)-2-butyl-5-tert-butyl-1-methyl-1,2-dihydro-3H-pyrazol-3-ylidene]-2-[(2-hydroxy-2-methylpropyl)thio]-5-(trifluoromethyl)benzamide). Yield: 25.7%. As a reaction SMILES: [CH2:1]([N:5]1[N:6]([CH3:28])[C:7]([C:24]([CH3:27])([CH3:26])[CH3:25])=[CH:8]/[C:9]/1=[N:10]\[C:11](=[O:23])[C:12]1[CH:17]=[C:16]([C:18]([F:21])([F:20])[F:19])[CH:15]=[CH:14][C:13]=1F)[CH2:2][CH2:3][CH3:4].[SH:29][CH2:30][C:31]([CH3:34])([OH:33])[CH3:32].CC(C)([O-])C.[K+].O>CC(N(C)C)=O>[CH2:1]([N:5]1[N:6]([CH3:28])[C:7]([C:24]([CH3:27])([CH3:25])[CH3:26])=[CH:8]/[C:9]/1=[N:10]\[C:11](=[O:23])[C:12]1[CH:17]=[C:16]([C:18]([F:20])([F:21])[F:19])[CH:15]=[CH:14][C:13]=1[S:29][CH2:30][C:31]([OH:33])([CH3:34])[CH3:32])[CH2:2][CH2:3][CH3:4] |f:2.3|. Procedure details: A mixture of Example 81C (400 mg, 1 mmol), 1-mercapto-2-methylpropan-2-ol (213 mg, 2 mmol) and potassium tert-butoxide (225 mg, 2 mmol) in dimethylacetamide (10 mL) was heated at 100° C. for 12 hours. The mixture was then poured into water and extracted with ethyl acetate. The acetate layer was washed with brine, dried with MgSO4, filtered, and concentrated under reduced pressure. Purification by chromatography (SiO2, eluant: EtOAc-MeOH 9:1) afforded 125 mg of the title compound. 1H NMR (300 MHz... The reactants are C([O-])(O)=O.[Na+] (sodium bicarbonate), CC(C(C1=CC=C(C=C1)OC(CC)C1=NC=CC=C1)C1=CC=C(C(=O)NN)C=C1)(C)C (4-{2,2-dimethyl-1-[4-(1-pyridin-2-ylpropoxy)phenyl]propyl}benzo-hydrazide), C([O-])(O)=O.[Na+].[Cl-].[Na+].O (sodium bicarbonate brine), N#CBr (cyanogen bromide). The solvent is O (water), O1CCOCC1 (dioxane), O1CCOCC1.O (dioxane water). Conditions: temperature 5 celsius, time 5 minute. The product is CC(C(C1=CC=C(C=C1)OC(CC)C1=NC=CC=C1)C1=CC=C(C=C1)C1=NN=C(O1)N)(C)C (5-(4-{2,2-dimethyl-1-[4-(1-pyridin-2-ylpropoxy)phenyl]propyl}phenyl)-1,3,4-oxadiazol-2-amine). As a reaction SMILES: [CH3:1][C:2]([CH3:31])([CH3:30])[CH:3]([C:20]1[CH:29]=[CH:28][C:23]([C:24]([NH:26][NH2:27])=[O:25])=[CH:22][CH:21]=1)[C:4]1[CH:9]=[CH:8][C:7]([O:10][CH:11]([C:14]2[CH:19]=[CH:18][CH:17]=[CH:16][N:15]=2)[CH2:12][CH3:13])=[CH:6][CH:5]=1.C(=O)(O)[O-].[Na+].[N:37]#[C:38]Br.C(=O)(O)[O-].[Na+].[Cl-].[Na+].O>O1CCOCC1.O.O.O1CCOCC1>[CH3:31][C:2]([CH3:30])([CH3:1])[CH:3]([C:20]1[CH:21]=[CH:22][C:23]([C:24]2[O:25][C:38]([NH2:37])=[N:27][N:26]=2)=[CH:28][CH:29]=1)[C:4]1[CH:5]=[CH:6][C:7]([O:10][CH:11]([C:14]2[CH:19]=[CH:18][CH:17]=[CH:16][N:15]=2)[CH2:12][CH3:13])=[CH:8][CH:9]=1 |f:1.2,4.5.6.7.8,9.10|. Reported procedure: Crude 3d (40.0 mg, 0.0967 mmol) was suspended in dioxane/water (1.3 mL of a 3:1 mixture) and cooled to approximately 5° C. A solution of aqueous sodium bicarbonate (22.0 mg, 0.237 mmol) in water (150 μL) was added followed by a solution of cyanogen bromide (15.0 mg, 0.142 mmol) in dioxane (100 μL). After 5 min, the reaction mixture was warmed to ambient temperature and aged for approximately 1 h. The reaction mixture was poured into saturated aqueous sodium bicarbonate/brine (1:1) and extracted ...